Dataset: the Open Reaction Database (ORD), a public repository of structured organic reaction records. Task: describe an organic reaction: reactants, conditions, products, and yield The reactants are C(C)(C)OC1CC(OC1)(C(=O)OCC)C1=CC=CC=C1 (4-isopropoxy-2-phenyl-2-tetrahydrofuroic acid, ethyl ester), C(C)[SiH](CC)CC (triethylsilane), C(=O)(O)[O-].[Na+] (NaHCO3). Run in C(=O)(C(F)(F)F)O (TFA). Conditions: temperature 70 celsius. The product is C1(=CC=CC=C1)C1(OCCC1)C(=O)OCC (ethyl 2-phenyl-2-tetrahydrofuroate). The yield is 113.5%. Reaction SMILES: C(O[CH:5]1[CH2:9][O:8][C:7]([C:15]2[CH:20]=[CH:19][CH:18]=[CH:17][CH:16]=2)([C:10]([O:12][CH2:13][CH3:14])=[O:11])[CH2:6]1)(C)C.C([SiH](CC)CC)C.C([O-])(O)=O.[Na+]>C(O)(C(F)(F)F)=O>[C:15]1([C:7]2([C:10]([O:12][CH2:13][CH3:14])=[O:11])[CH2:6][CH2:5][CH2:9][O:8]2)[CH:16]=[CH:17][CH:18]=[CH:19][CH:20]=1 |f:2.3|. Reported procedure: To a solution of 4-isopropoxy-2-phenyl-2-tetrahydrofuroic acid, ethyl ester (189 mg, 0.68 mmol) in 4 ml of TFA was added triethylsilane (395 mg, 3.40 mmol). After heating at 70° C. for 4 h, the reaction mixture was poured into NaHCO3 (saturated) and extracted with ethyl acetate. The extracts were washed with brine and dried over MgSO4, filtered, and concentrated. The residue was purified by preparative TLC eluting with ethyl acetate/hexane=5:95 to give ethyl 2-phenyl-2-tetrahydrofuroate (170 mg)... The reactants are FC(F)(F)c1ccc(Cl)nc1, C1CNCCNC1, CN(C)C=O. The product is FC(F)(F)c1ccc(N2CCCNCC2)nc1. As a reaction SMILES: [Cl:1][c:2]1[n:3][cH:4][c:5]([C:8]([F:9])([F:10])[F:11])[cH:6][cH:7]1.[NH:12]1[CH2:13][CH2:14][NH:15][CH2:16][CH2:17][CH2:18]1.[O:19]=[CH:20][N:21]([CH3:22])[CH3:23]>>[c:2]1([N:12]2[CH2:13][CH2:14][NH:15][CH2:16][CH2:17][CH2:18]2)[n:3][cH:4][c:5]([C:8]([F:9])([F:10])[F:11])[cH:6][cH:7]1. Reactants: Cl (hydrochloric acid), NC(C#N)C#N.C1(=CC=C(C=C1)S(=O)(=O)[O-])C (2-aminomalononitrile 4-toluenesulfonate), C[O-].[Na+] (sodium methoxide), C(C)(=O)O (acetic acid), CC(=O)C=O (methylglyoxal). Run in CO (methanol). Run at temperature 2 celsius, time 2 hour. Yields the product COC=1C(=NC=C(N1)C)C(=O)OC (methyl 3-methoxy-5-methylpyrazine-2-carboxylate). Isolated yield 27.0%. Reaction SMILES: [NH2:1][CH:2]([C:5]#[N:6])[C:3]#N.[C:7]1([CH3:17])C=CC(S([O-])(=O)=O)=C[CH:8]=1.C[O-:19].[Na+].[C:21]([OH:24])(=O)C.C[C:26](C=O)=[O:27].Cl>CO>[CH3:26][O:27][C:8]1[C:7]([C:17]([O:24][CH3:21])=[O:19])=[N:6][CH:5]=[C:2]([CH3:3])[N:1]=1 |f:0.1,2.3|. Reported procedure: Under argon, 5 g (19.3 mmol) of 2-aminomalononitrile-4-toluenesulfonate was initially charged in 50 g of methanol. 4.09 g (22.7 mmol) of sodium methoxide solution (30%) was added and the mixture was stirred at 2° C. for 2 hours. After neutralization with 0.204 g (3.4 mmol) of acetic acid, 3.6 g (19.9 mmol) of methylglyoxal solution (40%) was added. The mixture was stirred at 40° C. for 2 hours and then, at 20° C., 9.2 g (80 mmol) of hydrochloric acid (32%) was added and the mixture was stirred a... Reactants: alcohol, C1(=CC=C(C=C1)S(=O)(=O)O)C (p-toluenesulfonic acid). Run in C1=CC=CC=C1 (benzene). The product is C1(=CC=CC=C1)C1=CCCCCC1 (1-Phenylcycloheptene). Yield: 84.0%. Reaction SMILES: [C:1]1([CH3:11])[CH:6]=[CH:5][C:4](S(O)(=O)=O)=[CH:3][CH:2]=1>C1C=CC=CC=1>[C:1]1([C:11]2[CH2:4][CH2:3][CH2:2][CH2:1][CH2:6][CH:5]=2)[CH:6]=[CH:5][CH:4]=[CH:3][CH:2]=1. Procedure: In a round bottom flask fitted with a Dean Stark and a condenser was added a solution of alcohol (obtained above) in benzene (90 mL) and a catalytic amount of p-toluenesulfonic acid. The reaction mixture was refluxed for 3 hours and then cooled to room temperature. The mixture was washed with water (30 mL), brine (30 mL), dried (MgSO4), and concentrated to afford the corresponding alkene 90 (3.1 g, 84% yield). 1H NMR (400 MHz, CDCl3: δ 7.70-7.35 (m, 9H), 6.15 (t, J=8.0 Hz, 1H), 2.75-2.68 (m, 2H)... Reactants: CCCCCCCCN, CCO, Clc1ccc(OCCBr)c(Cl)c1, [Na+], [Na+], O=C([O-])[O-], O. Product: CCCCCCCCNCCOc1ccc(Cl)cc1Cl. Reaction SMILES: [CH2:19]([CH2:20][CH2:21][CH2:22][CH2:23][CH2:24][CH2:25][CH3:26])[NH2:27].[CH3:29][CH2:30][OH:31].[Cl:1][c:2]1[c:3]([O:4][CH2:5][CH2:6][Br:7])[cH:8][cH:9][c:10]([Cl:12])[cH:11]1.[Na+:13].[Na+:14].[O-:15][C:16](=[O:17])[O-:18].[OH2:28]>>[Cl:1][c:2]1[c:3]([O:4][CH2:5][CH2:6][NH:27][CH2:19][CH2:20][CH2:21][CH2:22][CH2:23][CH2:24][CH2:25][CH3:26])[cH:8][cH:9][c:10]([Cl:12])[cH:11]1. The reactants are C([O-])([O-])=O.[K+].[K+] (potassium carbonate), CN(C=O)C (dimethylformamide), O(C1=CC=CC=C1)C1=C(C=NO)C=CC=C1 (2-phenoxybenzaldoxime), ClCl (chlorine), S(=O)(=O)(OC)OC (Dimethyl sulfate). The reagents and catalysts are [C-]#N.C(C)[N+](CC)(CC)CC (tetraethylammonium cyanide). Solvent: O (water), CCOCC (ether), CCOCC (ether), C(Cl)Cl (methylene chloride). Run at temperature 0 celsius, time 5 hour. Yields the product CON=C(C#N)C1=C(C=CC=C1)OC1=CC=CC=C1 (α-methoxyimino-2-phenoxyphenylacetonitrile). The yield is 16.6%. As a reaction SMILES: [O:1]([C:8]1[CH:16]=[CH:15][CH:14]=[CH:13][C:9]=1[CH:10]=[N:11][OH:12])[C:2]1[CH:7]=[CH:6][CH:5]=[CH:4][CH:3]=1.ClCl.C(=O)([O-])[O-].[K+].[K+].S(OC)(O[CH3:29])(=O)=O.[CH3:32][N:33](C)C=O>[C-]#N.C([N+](CC)(CC)CC)C.CCOCC.O.C(Cl)Cl>[CH3:29][O:12][N:11]=[C:10]([C:9]1[CH:13]=[CH:14][CH:15]=[CH:16][C:8]=1[O:1][C:2]1[CH:3]=[CH:4][CH:5]=[CH:6][CH:7]=1)[C:32]#[N:33] |f:2.3.4,7.8|. Procedure: To 2-phenoxybenzaldoxime (1.07 g, 0.005 mole), was added dried ether (10 ml), and chlorine (0.46 g, 0.0065 mole) was introduced into the mixture below -10° C., followed by stirring at 0° C. for 5 hours. After the completion of the reaction, the reaction mixture was concentrated under reduced pressure, and then, dried methylene chloride (10 ml) and tetraethylammonium cyanide (0.86 g, 0.0055 mole) were added to the resulting residue and the mixture was stirred overnight. After completion of the re...